From a dataset of the Open Reaction Database (ORD), a public repository of structured organic reaction records. describe an organic reaction: reactants, conditions, products, and yield Yield: 75.6%. Reactants: BrCCCC(=O)NC1=CC=C(C=CC(=O)NCC(=O)N(C)C=2C(=C(COC=3C=CC=C4C=CC(=NC34)C)C(=CC2)Cl)Cl)C=C1 (8-[3-[N-[4-(bromobutyramido)cinnamoylglycyl]-N-methylamino]-2,6-dichlorobenzyloxy]-2-methylquinoline), C([O-])([O-])=O.[K+].[K+] (potassium carbonate), O (water). Procedure details: To a stirred solution of 8-[3-[N-[4-(bromobutyramido)cinnamoylglycyl]-N-methylamino]-2,6-dichlorobenzyloxy]-2-methylquinoline (50 mg) in N,N-dimethylformamide was added potassium carbonate (30 mg) at ambient temperature and the resulting mixture was stirred at the same temperature for 16 hours. The reaction mixture was poured into water and extracted with ethyl acetate. The organic layer was washed with water and brine, and dried over anhydrous magnesium sulfate. After filtration, the solvent wa... Reaction SMILES: Br[CH2:2][CH2:3][CH2:4][C:5]([NH:7][C:8]1[CH:44]=[CH:43][C:11]([CH:12]=[CH:13][C:14]([NH:16][CH2:17][C:18]([N:20]([C:22]2[C:23]([Cl:42])=[C:24]([C:38]([Cl:41])=[CH:39][CH:40]=2)[CH2:25][O:26][C:27]2[CH:28]=[CH:29][CH:30]=[C:31]3[C:36]=2[N:35]=[C:34]([CH3:37])[CH:33]=[CH:32]3)[CH3:21])=[O:19])=[O:15])=[CH:10][CH:9]=1)=[O:6].C(=O)([O-])[O-].[K+].[K+].O>CN(C)C=O>[Cl:42][C:23]1[C:22]([N:20]([CH3:21])[C:18](=[O:19])[CH2:17][NH:16][C:14](=[O:15])[CH:13]=[CH:12][C:11]2[CH:43]=[CH:44][C:8]([N:7]3[CH2:2][CH2:3][CH2:4][C:5]3=[O:6])=[CH:9][CH:10]=2)=[CH:40][CH:39]=[C:38]([Cl:41])[C:24]=1[CH2:25][O:26][C:27]1[CH:28]=[CH:29][CH:30]=[C:31]2[C:36]=1[N:35]=[C:34]([CH3:37])[CH:33]=[CH:32]2 |f:1.2.3|. Yields the product ClC1=C(COC=2C=CC=C3C=CC(=NC23)C)C(=CC=C1N(C(CNC(C=CC1=CC=C(C=C1)N1C(CCC1)=O)=O)=O)C)Cl (8-[2,6-dichloro-3-[N-methyl-N-[4-(2-oxo-1-pyrrolidinyl)cinnamoylglycyl]amino]benzyloxy]-2-methylquinoline). Run in CN(C=O)C (N,N-dimethylformamide). Run at time 16 hour. The reactants are C1(=CC=CC=C1)C=1NC2=CC=CC=C2C1C(=O)C1=C(C(=O)O)C=CC=C1 (2-[(2-phenyl3-indolyl)carbonyl]benzoic acid), CN(C1=CC(=CC=C1)N(C)C)C (N,N,N',N'-tetramethyl-m-phenylenediamine), C(C)(=O)OC(C)=O (acetic anhydride), Cl (hydrochloric acid). Conditions: time 1.5 hour. Product: C1(=CC=CC=C1)C=1NC2=CC=CC=C2C1C1OC(=O)C2=CC=CC=C12 (3-(2-phenyl-3-indolyl)phthalide), Formula III. RXN SMILES: [C:1]1([C:7]2[NH:8][C:9]3[C:14]([C:15]=2[C:16]([C:18]2[CH:26]=[CH:25][CH:24]=[CH:23][C:19]=2[C:20]([OH:22])=[O:21])=O)=[CH:13][CH:12]=[CH:11][CH:10]=3)[CH:6]=[CH:5][CH:4]=[CH:3][CH:2]=1.CN(C)C1C=CC=C(N(C)C)C=1.C(OC(=O)C)(=O)C.Cl>>[C:1]1([C:7]2[NH:8][C:9]3[C:14]([C:15]=2[CH:16]2[C:18]4[C:19](=[CH:23][CH:24]=[CH:25][CH:26]=4)[C:20](=[O:21])[O:22]2)=[CH:13][CH:12]=[CH:11][CH:10]=3)[CH:6]=[CH:5][CH:4]=[CH:3][CH:2]=1. Procedure: A mixture of 4.82 g (0.014 mole) of the 2-[(2-phenyl3-indolyl)carbonyl]benzoic acid from part A above, 3.60 g (0.02 mole) of N,N,N',N'-tetramethyl-m-phenylenediamine, and five ml of acetic anhydride was slowly heated until a purple color formed and maintained at this temperature for approximately two hours. After cooling to room temperature, sufficient 3N hydrochloric acid was added to the mixture to effect solution and stirring was continued for approximately 1.5 hours The resulting solution wa... The reactants are BrC1=CC=C(N)C=C1 (4-bromoaniline), ClC1=CC=C(C=C1)B(O)O ((4-chlorophenyl)boronic acid), ClC1=C(C=CC(=C1)C(F)(F)F)B(O)O ((2-chloro-4-(trifluoromethyl)phenyl)boronic acid), BrC1=C(C=C(N)C=C1)Cl (4-bromo-3-chloroaniline). Reaction SMILES: Br[C:2]1[CH:8]=[CH:7][C:5]([NH2:6])=[CH:4][CH:3]=1.[Cl:9][C:10]1[CH:15]=[C:14]([C:16]([F:19])([F:18])[F:17])[CH:13]=[CH:12][C:11]=1B(O)O.BrC1C=CC(N)=CC=1Cl.ClC1C=CC(B(O)O)=CC=1>>[Cl:9][C:10]1[CH:15]=[C:14]([C:16]([F:17])([F:18])[F:19])[CH:13]=[CH:12][C:11]=1[C:2]1[CH:8]=[CH:7][C:5]([NH2:6])=[CH:4][CH:3]=1. The product is ClC1=C(C=CC(=C1)C(F)(F)F)C1=CC=C(C=C1)N (2′-chloro-4′-(trifluoromethyl)-[1,1′-biphenyl]-4-amine). Reported procedure: The title compound was prepared as described in Example 15 substituting 4-bromoaniline and (2-chloro-4-(trifluoromethyl)phenyl)boronic acid for 4-bromo-3-chloroaniline and (4-chlorophenyl)boronic acid, respectively. Starting materials: C(C)(C)(C)OC(CNC(=O)C=1N=C(C2=CC(=CC=C2C1OCC)OC1=CC=CC=C1)C)=O ([(4-ethoxy-1-methyl-7-phenoxy-isoquinoline-3-carbonyl)-amino]-acetic acid tert-butyl ester), FC(C(=O)O)(F)F (trifluoroacetic acid). Reaction conditions: time 3 hour. Yields the product C(C)OC1=C(N=C(C2=CC(=CC=C12)OC1=CC=CC=C1)C)C(=O)NCC(=O)O ([(4-Ethoxy-1-methyl-7-phenoxy-isoquinoline-3-carbonyl)-amino]-acetic acid). Isolated yield 98.6%. RXN SMILES: C([O:5][C:6](=[O:32])[CH2:7][NH:8][C:9]([C:11]1[N:12]=[C:13]([CH3:31])[C:14]2[C:19]([C:20]=1[O:21][CH2:22][CH3:23])=[CH:18][CH:17]=[C:16]([O:24][C:25]1[CH:30]=[CH:29][CH:28]=[CH:27][CH:26]=1)[CH:15]=2)=[O:10])(C)(C)C.FC(F)(F)C(O)=O>>[CH2:22]([O:21][C:20]1[C:19]2[C:14](=[CH:15][C:16]([O:24][C:25]3[CH:30]=[CH:29][CH:28]=[CH:27][CH:26]=3)=[CH:17][CH:18]=2)[C:13]([CH3:31])=[N:12][C:11]=1[C:9]([NH:8][CH2:7][C:6]([OH:32])=[O:5])=[O:10])[CH3:23]. Reported procedure: A mixture of [(4-ethoxy-1-methyl-7-phenoxy-isoquinoline-3-carbonyl)-amino]-acetic acid tert-butyl ester (14 mg, 0.032 mmol) and trifluoroacetic acid (2 ml) was stirred at ambient temperature for 3 h. Then the mixture was concentrated in vacuo and the residue dissolved in EtOH (5 ml). The mixture was evaporated in vacuo to give the title compound as a yellowish solid (12 mg); MS-(−)-ion: M−1=381.1. Reactants: FC1=C(C=CC=C1)[C@]([C@@H](C)N1C(N(C=C1)C1=CC=C(C=C1)N1N=NN=C1)=O)(COS(=O)(=O)C)O (1-[(1R,2S)-2-(2-Fluorophenyl)-2-hydroxy-3-methanesulfonyloxy-1-methylpropyl]-3-[4-(1H-1-tetrazolyl)phenyl]-2(1H,3H)-imidazolone), C([O-])([O-])=O.[K+].[K+] (potassium carbonate). The solvent is C(C)(=O)OCC (ethyl acetate), CN(C=O)C (dimethylformamide). Reaction conditions: temperature 40 celsius. The product is FC1=C(C=CC=C1)[C@]1([C@@H](C)N2C(N(C=C2)C2=CC=C(C=C2)N2N=NN=C2)=O)CO1 (1-[(1R,2S)-2-(2-fluorophenyl)-2,3-epoxy-1-methylpropyl]-3-[4-(1H-1-tetrazolyl)phenyl]-2(1H,3H)-imidazolone). The yield is 72.2%. Reaction SMILES: [F:1][C:2]1[CH:7]=[CH:6][CH:5]=[CH:4][C:3]=1[C@@:8](O)([CH2:28][O:29]S(C)(=O)=O)[C@H:9]([N:11]1[CH:15]=[CH:14][N:13]([C:16]2[CH:21]=[CH:20][C:19]([N:22]3[CH:26]=[N:25][N:24]=[N:23]3)=[CH:18][CH:17]=2)[C:12]1=[O:27])[CH3:10].C(=O)([O-])[O-].[K+].[K+]>CN(C)C=O.C(OCC)(=O)C>[F:1][C:2]1[CH:7]=[CH:6][CH:5]=[CH:4][C:3]=1[C@:8]1([O:29][CH2:28]1)[C@H:9]([N:11]1[CH:15]=[CH:14][N:13]([C:16]2[CH:17]=[CH:18][C:19]([N:22]3[CH:26]=[N:25][N:24]=[N:23]3)=[CH:20][CH:21]=2)[C:12]1=[O:27])[CH3:10] |f:1.2.3|. Procedure details: 1-[(1R,2S)-2-(2-Fluorophenyl)-2-hydroxy-3-methanesulfonyloxy-1-methylpropyl]-3-[4-(1H-1-tetrazolyl)phenyl]-2(1H,3H)-imidazolone (100 mg) was dissolved in dimethylformamide (4 ml), to which potassium carbonate (42 mg) was added, and the mixture was heated at 40° C. for 1 hour. The resultant was diluted with ethyl acetate (20 ml) and washed with water (10 ml) and a saturated aqueous solution of sodium chloride (10 ml) successively. The organic layer was dried over magnesium sulfate and distilled u... Reactants: N#Cc1ccc(CCO)cc1, C1CCOC1, Cc1ccc(O)cc1[N+](=O)[O-], c1ccc(P(c2ccccc2)c2ccccc2)cc1. Yields the product Cc1ccc(OCCc2ccc(C#N)cc2)cc1[N+](=O)[O-]. As a reaction SMILES: [C:12](#[N:13])[c:14]1[cH:15][cH:16][c:17]([CH2:20][CH2:21][OH:22])[cH:18][cH:19]1.[CH2:42]1[O:43][CH2:44][CH2:45][CH2:46]1.[CH3:1][c:2]1[c:3]([N+:9](=[O:10])[O-:11])[cH:4][c:5]([OH:8])[cH:6][cH:7]1.[c:23]1([P:24]([c:25]2[cH:26][cH:27][cH:28][cH:29][cH:30]2)[c:31]2[cH:32][cH:33][cH:34][cH:35][cH:36]2)[cH:37][cH:38][cH:39][cH:40][cH:41]1>>[CH3:1][c:2]1[c:3]([N+:9](=[O:10])[O-:11])[cH:4][c:5]([O:8][CH2:21][CH2:20][c:17]2[cH:16][cH:15][c:14]([C:12]#[N:13])[cH:19][cH:18]2)[cH:6][cH:7]1. Starting materials: (μ-PPh2)2 (PEt3)3, C=CC=C (1,3-butadiene), C=CC=C (1,3-butadiene), C=CC=C (1,3-butadiene). Solvent: C1=CC=CC=C1 (benzene). Reaction conditions: temperature 120 celsius, time 1 hour. The product is C1=CCCC=CCC1 (1,5-cyclooctadiene), C1=CCCC=CCCC=CCC1 (1,5,9-cyclododecatriene). Reaction SMILES: [CH2:1]=[CH:2][CH:3]=[CH2:4]>C1C=CC=CC=1>[CH:2]1[CH2:1][CH2:4][CH:3]=[CH:2][CH2:1][CH2:4][CH:3]=1.[CH:2]1[CH2:1][CH2:4][CH:3]=[CH:2][CH2:1][CH2:4][CH:3]=[CH:2][CH2:1][CH2:4][CH:3]=1. Procedure: A predried six ounce aerosol compatibility bottle equipped with a magnetic stirring bar was charged in a dry box with 0.17 g (0.20 mmol) of Ni2 (μ-PPh2)2 (PEt3)3, 10 ml of benzene and then capped. The capped bottle was removed from the dry box and 20.65 g (0.382 mol) of 1,3-butadiene was added. The bottle was heated in an oil bath as the contents were magnetically stirred. The temperature was gradually increased. After about one hour at a temperature of about 80° C. the pressure in the bottle wa...